Dataset: the Open Reaction Database (ORD), a public repository of structured organic reaction records. Task: describe an organic reaction: reactants, conditions, products, and yield Reactants: OC=1C=NC=CC1 (3-hydroxypyridine), COC1=CC=C(C=C1)C1=CC=C(C=C1)S(=O)(=O)NC(C(=O)OC)CC1CO1 (methyl 2-[(4′-methoxy[1,1′-biphenyl]-4-yl)sulfonyl]amino-4,5-epoxypentanoate), compound 20. Reported procedure: Example 55 is prepared from 3-hydroxypyridine and 1d using the procedure described for compound 20. RXN SMILES: [OH:1][C:2]1[CH:3]=[N:4][CH:5]=[CH:6][CH:7]=1.[CH3:8][O:9][C:10]1[CH:15]=[CH:14][C:13]([C:16]2[CH:21]=[CH:20][C:19]([S:22]([NH:25][CH:26]([CH2:31][CH:32]3[O:34][CH2:33]3)[C:27]([O:29]C)=[O:28])(=[O:24])=[O:23])=[CH:18][CH:17]=2)=[CH:12][CH:11]=1>>[CH3:8][O:9][C:10]1[CH:11]=[CH:12][C:13]([C:16]2[CH:17]=[CH:18][C:19]([S:22]([NH:25][CH:26]([CH2:31][CH:32]([OH:34])[CH2:33][O:1][C:2]3[CH:3]=[N:4][CH:5]=[CH:6][CH:7]=3)[C:27]([OH:29])=[O:28])(=[O:23])=[O:24])=[CH:20][CH:21]=2)=[CH:14][CH:15]=1. Yields the product COC1=CC=C(C=C1)C1=CC=C(C=C1)S(=O)(=O)NC(C(=O)O)CC(COC=1C=NC=CC1)O (2-[(4′-Methoxy[1,1′-biphenyl]-4-yl)sulfonyl]amino-4-hydroxy-5-[pyridin-3-yloxy]-pentanoic acid).